Dataset: the Open Reaction Database (ORD), a public repository of structured organic reaction records. Task: describe an organic reaction: reactants, conditions, products, and yield The reactants are ClC1(C(NCCC(C1)(C)C)=O)Cl (3,3-dichloro-5,5-dimethyl-2-oxoperhydroazepine), [H][H] (hydrogen). The reagents and catalysts are [Pd] (Pd/C). Run in C(C)(=O)O (acetic acid). Yields the product ClC1C(NCCC(C1)(C)C)=O (3-chloro-5,5-dimethyl-2-oxoperhydroazepine). Yield: 90.0%. Reaction SMILES: [Cl:1][C:2]1(Cl)[CH2:8][C:7]([CH3:10])([CH3:9])[CH2:6][CH2:5][NH:4][C:3]1=[O:11].[H][H]>C(O)(=O)C.[Pd]>[Cl:1][CH:2]1[CH2:8][C:7]([CH3:9])([CH3:10])[CH2:6][CH2:5][NH:4][C:3]1=[O:11]. Procedure: 15.2 g (0.086 moles) of 3,3-dichloro-5,5-dimethyl-2-oxoperhydroazepine were dissolved in 900 ml of glacial acetic acid and shaked at 40 psi of hydrogen with 7 g of 10% Pd/C as in Description 14, to yield 13.6 g of the title compound. The reactants are C(#N)C[C@H](N)C(=O)O (3-cyano-L-alanine), C1=C(C=CC2=CC=CC=C12)C(=O)Cl (2-naphthoyl chloride). The solvent is [OH-].[Na+] (sodium hydroxide). Product: C(#N)C[C@H](NC(=O)C1=CC2=CC=CC=C2C=C1)C(=O)O (3-cyano-N-(2-naphthoyl)-L-alanine). The yield is 18.3%. As a reaction SMILES: [C:1]([CH2:3][C@@H:4]([C:6]([OH:8])=[O:7])[NH2:5])#[N:2].[CH:9]1[C:18]2[C:13](=[CH:14][CH:15]=[CH:16][CH:17]=2)[CH:12]=[CH:11][C:10]=1[C:19](Cl)=[O:20]>[OH-].[Na+]>[C:1]([CH2:3][C@@H:4]([C:6]([OH:8])=[O:7])[NH:5][C:19]([C:10]1[CH:11]=[CH:12][C:13]2[C:18](=[CH:17][CH:16]=[CH:15][CH:14]=2)[CH:9]=1)=[O:20])#[N:2] |f:2.3|. Reported procedure: 0.114 g of 3-cyano-L-alanine was dissolved in 5 ml of 1N sodium hydroxide solution and treated with 0.285 g of 2-naphthoyl chloride at 0° C. After acidification with 2M hydrochloric acid and flash chromatography on silica gel using 25% methanol in dichloromethane for the elution there was obtained 0.049 g of 3-cyano-N-(2-naphthoyl)-L-alanine of melting point 95°-100° C. Yields the product [Si](C)(C)(C(C)(C)C)OCCCN1C(NCC1)=O (1-[3-(tert-Butyldimethylsilanyloxy)propyl]imidazolidin-2-one). Isolated yield 98.0%. Starting materials: CC(C)(C)[Si](C)(C)Cl (TBSCl), C(Cl)Cl (DCM), OCCCNCCN (N-(3-hydroxypropyl)ethylenediamine), CCN(C(C)C)C(C)C (DIPEA), CN(C)C=O (DMF), 1,1-carbonyldiimidazole. Run at temperature 50 celsius, time 8 hour. RXN SMILES: [OH:1][CH2:2][CH2:3][CH2:4][NH:5][CH2:6][CH2:7][NH2:8].CCN(C(C)C)C(C)C.[CH3:18][C:19]([Si:22](Cl)([CH3:24])[CH3:23])([CH3:21])[CH3:20].C(Cl)Cl.CN([CH:32]=[O:33])C>>[Si:22]([O:1][CH2:2][CH2:3][CH2:4][N:5]1[CH2:6][CH2:7][NH:8][C:32]1=[O:33])([C:19]([CH3:21])([CH3:20])[CH3:18])([CH3:24])[CH3:23]. Procedure: N-(3-hydroxypropyl)ethylenediamine (19.9 g, 168 mmol), DIPEA (87 mL, 504 mmol, 3.0 eq) were dissolved in 500 mL DMF, followed by the addition of 1,1-carbonyldiimidazole (27.3 g, 168 mmol, 1.0 eq). The reaction was allowed to stir at 50° C. overnight. After overnight, the reaction was cooled to room temperature and TBSCl (25.2 g, 168 mmol, 1.0 eq) was added. The mixture was allowed to stir at room temperature for 3 hours. The reaction was then condensed in vacuo at 40° C. and the obtained residue... Reactants: O=C(Cl)c1ccccc1, Cc1cc2c(c(C)c1NC(=O)CC(C)(C)C)C(c1ccc(C(C)C)cc1)CO2. The product is Cc1c(NC(=O)CC(C)(C)C)c(C)c2c(c1C(=O)c1ccccc1)OCC2c1ccc(C(C)C)cc1. As a reaction SMILES: [C:29]([c:30]1[cH:31][cH:32][cH:33][cH:34][cH:35]1)(=[O:36])[Cl:37].[CH:1]([CH3:2])([CH3:3])[c:4]1[cH:5][cH:6][c:7]([CH:10]2[CH2:11][O:12][c:13]3[c:14]2[c:15]([CH3:28])[c:16]([NH:20][C:21]([CH2:22][C:23]([CH3:24])([CH3:25])[CH3:26])=[O:27])[c:17]([CH3:19])[cH:18]3)[cH:8][cH:9]1>>[CH:1]([CH3:2])([CH3:3])[c:4]1[cH:5][cH:6][c:7]([CH:10]2[CH2:11][O:12][c:13]3[c:14]2[c:15]([CH3:28])[c:16]([NH:20][C:21]([CH2:22][C:23]([CH3:24])([CH3:25])[CH3:26])=[O:27])[c:17]([CH3:19])[c:18]3[C:29]([c:30]2[cH:31][cH:32][cH:33][cH:34][cH:35]2)=[O:36])[cH:8][cH:9]1. The product is C(CCCCCC(C)C)OC(=O)C1CCC(CC1)C(=O)OCCCCCCC(C)C (Di(isononyl)cyclohexane-1,4-dicarboxylate). As a reaction SMILES: [CH2:1]([OH:10])[CH2:2][CH2:3][CH2:4][CH2:5][CH2:6][CH:7]([CH3:9])[CH3:8].CO[C:13]([CH:15]1[CH2:20][CH2:19][CH:18]([C:21]([O:23][CH3:24])=[O:22])[CH2:17][CH2:16]1)=[O:14]>CC([O-])C.CC([O-])C.CC([O-])C.CC([O-])C.[Ti+4]>[CH2:1]([O:10][C:13]([CH:15]1[CH2:16][CH2:17][CH:18]([C:21]([O:23][CH2:24][CH2:2][CH2:3][CH2:4][CH2:5][CH2:6][CH:7]([CH3:9])[CH3:8])=[O:22])[CH2:19][CH2:20]1)=[O:14])[CH2:2][CH2:3][CH2:4][CH2:5][CH2:6][CH:7]([CH3:9])[CH3:8] |f:2.3.4.5.6|. Conditions: temperature 185 celsius. Reagents/catalysts: CC(C)[O-].CC(C)[O-].CC(C)[O-].CC(C)[O-].[Ti+4] (tetraisopropyl titanate). Reported procedure: Isononyl alcohol (8.1 mol), dimethylcyclohexane-1,4-dicarboxylate (DMCD, cis 1.7%, trans 98.3%, Eastman, 3.0 mol) and tetraisopropyl titanate catalyst (0.85 g) were added to a 2.5 L reactor equipped with a stirrer and two condensers and heated to 185° C. Di(isononyl)cyclohexane-1,4-dicarboxylate (cis 3%, trans 97%) was obtained with a purity of 99.7% in the same manner as in Example 1. Reactants: C(CCCCCC(C)C)O (Isononyl alcohol), COC(=O)C1CCC(CC1)C(=O)OC (dimethylcyclohexane-1,4-dicarboxylate). Reactants: FC1=C(CBr)C(=CC=C1)F (2,6-difluorobenzyl bromide), NC1=NC(=CC=C1O)C (2-amino-3-hydroxy-6methylpyridine), O (water). The reagents and catalysts are CCCCCCCC[N+](C)(CCCCCCCC)CCCCCCCC.[Cl-] (Adogen 464). Run in [OH-].[Na+] (sodium hydroxide), ClCCl (dichloromethane). Run at time 16 hour. Product: NC1=NC(=CC=C1OCC1=C(C=CC=C1F)F)C (2-Amino-3-(2,6-difluorobenzyloxy)-6-methylpyridine). Yield: 93.7%. RXN SMILES: [F:1][C:2]1[CH:9]=[CH:8][CH:7]=[C:6]([F:10])[C:3]=1[CH2:4]Br.[NH2:11][C:12]1[C:17]([OH:18])=[CH:16][CH:15]=[C:14]([CH3:19])[N:13]=1.O>[OH-].[Na+].ClCCl.CCCCCCCC[N+](CCCCCCCC)(CCCCCCCC)C.[Cl-]>[NH2:11][C:12]1[C:17]([O:18][CH2:4][C:3]2[C:2]([F:1])=[CH:9][CH:8]=[CH:7][C:6]=2[F:10])=[CH:16][CH:15]=[C:14]([CH3:19])[N:13]=1 |f:3.4,6.7|. Reported procedure: A mixture of 2,6-difluorobenzyl bromide (25 g, 0.12 1 mol) and 2-amino-3-hydroxy-6methylpyridine (13.6 g, 0.11 mol) in 40% aqueous sodium hydroxide solution (200 ml) and dichloromethane (200 ml) was treated with Adogen 464 (10 ml) and stirred vigorously at room temperature for 16 hours. A further 200 ml of water was added and the product extracted into dichloromethane, dried, and the solvent evaporated to obtain the product (25.8 g, 94%), m.p. 121°-123° C.